Dataset: the Open Reaction Database (ORD), a public repository of structured organic reaction records. Task: describe an organic reaction: reactants, conditions, products, and yield Starting materials: C(=O)(OC(C)(C)C)N[C@@H](C(=O)NN1CC(C1)O)CC1=CC=C(C=C1)Cl ((2R)-2-(BOC)Amino-N-(3-hydroxyazetidine-1-yl)-3-(4-chlorophenyl)propionamide), C(C(=O)Cl)(=O)Cl (oxalyl chloride), CS(=O)C (DMSO). Run in C(Cl)Cl (DCM). Run at time 3 hour. Product: C(=O)(OC(C)(C)C)N[C@@H](C(=O)NN1CC(C1)=O)CC1=CC=C(C=C1)Cl ((2R)-2-(BOC)amino-N-(3-oxo-azetidine-1-yl)-3-(4-chlorophenyl)propionamide). Isolated yield 78.3%. Reaction SMILES: [C:1]([NH:8][C@H:9]([CH2:18][C:19]1[CH:24]=[CH:23][C:22]([Cl:25])=[CH:21][CH:20]=1)[C:10]([NH:12][N:13]1[CH2:16][CH:15]([OH:17])[CH2:14]1)=[O:11])([O:3][C:4]([CH3:7])([CH3:6])[CH3:5])=[O:2].C(Cl)(=O)C(Cl)=O.CS(C)=O>C(Cl)Cl>[C:1]([NH:8][C@H:9]([CH2:18][C:19]1[CH:20]=[CH:21][C:22]([Cl:25])=[CH:23][CH:24]=1)[C:10]([NH:12][N:13]1[CH2:14][C:15](=[O:17])[CH2:16]1)=[O:11])([O:3][C:4]([CH3:6])([CH3:7])[CH3:5])=[O:2]. Procedure details: (2R)-2-(BOC)Amino-N-(3-hydroxyazetidine-1-yl)-3-(4-chlorophenyl)propionamide (3.54 g, 10 mmol) was placed in a round-bottomed flask, filled with nitrogen, and DCM (30 mL) and oxalyl chloride (872 μl, 10 mmol) were added. The mixture was cooled to −78-C, and DMSO (709 μl, 10 mmol) was added. The reaction solution was stirred for 3 h keeping the temperature below −50° C. The reaction mixture was quenched by addition of TEA and warmed to rt. The reaction solution was diluted with a saturated aqueou...